Task: describe an organic reaction: reactants, conditions, products, and yield. Dataset: the Open Reaction Database (ORD), a public repository of structured organic reaction records Starting materials: [H][H] (hydrogen), COC1=C(C(=CC=C1)\C=C\C1=CC=CC=C1)[N+](=O)[O-] (1-methoxy-2-nitro-3-[(E)-2-phenylvinyl]benzene). Reagents/catalysts: [Pd] (palladium-on-charcoal). Solvent: CO (methanol). Conditions: time 18 hour. Yields the product COC1=C(N)C(=CC=C1)CCC1=CC=CC=C1 (2-methoxy-6-(2-phenylethyl)aniline). Yield: 105.6%. As a reaction SMILES: [CH3:1][O:2][C:3]1[CH:8]=[CH:7][CH:6]=[C:5](/[CH:9]=[CH:10]/[C:11]2[CH:16]=[CH:15][CH:14]=[CH:13][CH:12]=2)[C:4]=1[N+:17]([O-])=O.[H][H]>CO.[Pd]>[CH3:1][O:2][C:3]1[CH:8]=[CH:7][CH:6]=[C:5]([CH2:9][CH2:10][C:11]2[CH:16]=[CH:15][CH:14]=[CH:13][CH:12]=2)[C:4]=1[NH2:17]. Reported procedure: 2.25 g of 1-methoxy-2-nitro-3-[(E)-2-phenylvinyl]benzene are added to 0.18 g of palladium-on-charcoal (10%) suspended in 90 ml of methanol, and placed under 4 bar of hydrogen. After 18 hours, the reaction medium is filtered through talc and the filtrate is concentrated to give 2.115 g of the expected product. Starting materials: COC=1C=C2CCCC(C2=CC1)=O (6-methoxy-1-tetralone), O.C(C=O)(=O)O (glyoxylic acid monohydrate), O.NN (hydrazine hydrate). Yields the product COC=1C=CC2=C(CCC3=CC(NN=C23)=O)C1 (5,6-dihydro-8-methoxybenzo[h]cinnolin-3[2H]-one). RXN SMILES: [CH3:1][O:2][C:3]1[CH:4]=[C:5]2[C:10](=[CH:11][CH:12]=1)[C:9](=O)[CH2:8][CH2:7][CH2:6]2.O.[C:15]([OH:19])(=O)[CH:16]=O.O.[NH2:21][NH2:22]>>[CH3:1][O:2][C:3]1[CH:12]=[CH:11][C:10]2[C:9]3[C:8](=[CH:16][C:15](=[O:19])[NH:21][N:22]=3)[CH2:7][CH2:6][C:5]=2[CH:4]=1 |f:1.2,3.4|. Procedure details: In a manner similar to that described in Preparation 3, 6-methoxy-1-tetralone was treated with glyoxylic acid monohydrate and hydrazine hydrate to give 5,6-dihydro-8-methoxybenzo[h]cinnolin-3[2H]-one (m.p. 246-8°; from aqueous ethanol); ν(Nujol mull) 3320-2200, 1667, 1601, 1270 and 1048 cm-1 ; δ(DMSO-d6) 2.81 (4H,m,5,6-H2), 3.80 (3H,s,OCH3), 6.71 (1H,s,4-H), 6.90 (2H,m,7,9-H), 7.82 (1H,m,10-H), 12.73 (1H,s,NH). The reactants are C(C)C(=CCOC1=CC=C2CCCOC2=C1)CCC=C(CC)C (7-(3-ethyl-7-methyl-2,6-nonadienyloxy)-chromane), C(C)(=O)OO (peracetic acid). The product is O1C(CCC(=CCOC2=CC=C3CCCOC3=C2)CC)C1(CC)C (7-(6,7-epoxy-3-ethyl-7 -methyl-2-nonenyloxy)-chromane). RXN SMILES: [CH2:1]([C:3]([CH2:17][CH2:18][CH:19]=[C:20]([CH3:23])[CH2:21][CH3:22])=[CH:4][CH2:5][O:6][C:7]1[CH:16]=[C:15]2[C:10]([CH2:11][CH2:12][CH2:13][O:14]2)=[CH:9][CH:8]=1)[CH3:2].C(OO)(=[O:26])C>>[O:26]1[C:20]([CH3:23])([CH2:21][CH3:22])[CH:19]1[CH2:18][CH2:17][C:3]([CH2:1][CH3:2])=[CH:4][CH2:5][O:6][C:7]1[CH:16]=[C:15]2[C:10]([CH2:11][CH2:12][CH2:13][O:14]2)=[CH:9][CH:8]=1. Procedure: Following the procedure of Example 17, 7-(3-ethyl-7-methyl-2,6-nonadienyloxy)-chromane and peracetic acid are reacted to form 7-(6,7-epoxy-3-ethyl-7 -methyl-2-nonenyloxy)-chromane, nD20 = 1.5292. Starting materials: CC(=O)OC(C)=O, CNC(=O)C(NC(=O)c1ccc(-c2ccc3nc(N)[nH]c3c2)o1)C1CCCCC1, c1ccncc1. Reaction SMILES: [CH3:30][C:31](=[O:32])[O:33][C:34](=[O:35])[CH3:36].[CH:1]1([CH:7]([C:8]([NH:9][CH3:10])=[O:11])[NH:12][C:13](=[O:14])[c:15]2[o:16][c:17](-[c:20]3[cH:21][c:22]4[c:23]([n:24][c:25]([NH2:27])[nH:26]4)[cH:28][cH:29]3)[cH:18][cH:19]2)[CH2:2][CH2:3][CH2:4][CH2:5][CH2:6]1.[cH:37]1[cH:38][cH:39][n:40][cH:41][cH:42]1>>[CH:1]1([CH:7]([C:8]([NH:9][CH3:10])=[O:11])[NH:12][C:13](=[O:14])[c:15]2[o:16][c:17](-[c:20]3[cH:21][c:22]4[c:23]([n:24][c:25]([NH:27][C:31]([CH3:30])=[O:32])[nH:26]4)[cH:28][cH:29]3)[cH:18][cH:19]2)[CH2:2][CH2:3][CH2:4][CH2:5][CH2:6]1. Product: CNC(=O)C(NC(=O)c1ccc(-c2ccc3nc(NC(C)=O)[nH]c3c2)o1)C1CCCCC1. Starting materials: BrC=1C=CC(=C(C#N)C1)F (5-bromo-2-fluorobenzonitrile), OC(C(C)C)(C=1N=CN(C1)C(C1=CC=CC=C1)(C1=CC=CC=C1)C1=CC=CC=C1)C1=CC=C(C=C1)B(O)O (4-[1-hydroxy-2-methyl-1-(1-trityl-1H-imidazol-4-yl)propyl]phenylboronic acid), C([O-])([O-])=O.[Na+].[Na+] (sodium carbonate). Product: tetrakis (triphenylphosphine)palladium(0), FC1=C(C=C(C=C1)C1=CC=C(C=C1)C(C(C)C)(C=1N=CN(C1)C(C1=CC=CC=C1)(C1=CC=CC=C1)C1=CC=CC=C1)O)C(=O)N (4-fluoro-4′-[1-hydroxy-2-methyl-1-(1-trityl-1H-imidazol-4-yl)propyl][1,1′-biphenyl]-3-carboxamide). Reaction SMILES: Br[C:2]1[CH:3]=[CH:4][C:5]([F:10])=[C:6]([CH:9]=1)[C:7]#[N:8].[OH:11][C:12]([C:40]1[CH:45]=[CH:44][C:43](B(O)O)=[CH:42][CH:41]=1)([C:16]1[N:17]=[CH:18][N:19]([C:21]([C:34]2[CH:39]=[CH:38][CH:37]=[CH:36][CH:35]=2)([C:28]2[CH:33]=[CH:32][CH:31]=[CH:30][CH:29]=2)[C:22]2[CH:27]=[CH:26][CH:25]=[CH:24][CH:23]=2)[CH:20]=1)[CH:13]([CH3:15])[CH3:14].C(=O)([O-])[O-:50].[Na+].[Na+]>>[F:10][C:5]1[CH:4]=[CH:3][C:2]([C:43]2[CH:44]=[CH:45][C:40]([C:12]([OH:11])([C:16]3[N:17]=[CH:18][N:19]([C:21]([C:22]4[CH:23]=[CH:24][CH:25]=[CH:26][CH:27]=4)([C:34]4[CH:39]=[CH:38][CH:37]=[CH:36][CH:35]=4)[C:28]4[CH:33]=[CH:32][CH:31]=[CH:30][CH:29]=4)[CH:20]=3)[CH:13]([CH3:14])[CH3:15])=[CH:41][CH:42]=2)=[CH:9][C:6]=1[C:7]([NH2:8])=[O:50] |f:2.3.4|. Procedure: By the reaction in the same manner as in Example 33-(ii) using 5-bromo-2-fluorobenzonitrile (1.04 g), a crude product (3.40 g) of 4-[1-hydroxy-2-methyl-1-(1-trityl-1H-imidazol-4-yl)propyl]phenylboronic acid, 2M aqueous sodium carbonate solution (5.20 ml) and tetrakis (triphenylphosphine)palladium(0) (211 mg), the title compound (1.25 g) was obtained as colorless needle crystals. The reactants are CCOC(=O)C(C)Nc1ncccc1C#N, C[O-], CO, Cl, [Na+]. Product: CC1Nc2ncccc2CNC1=O. RXN SMILES: [C:1](#[N:2])[c:3]1[c:4]([NH:9][CH:10]([C:11](=[O:12])[O:13][CH2:14][CH3:15])[CH3:16])[n:5][cH:6][cH:7][cH:8]1.[CH3:17][O-:18].[CH3:21][OH:22].[ClH:20].[Na+:19]>>[CH2:1]1[NH:2][C:11](=[O:12])[CH:10]([CH3:16])[NH:9][c:4]2[c:3]1[cH:8][cH:7][cH:6][n:5]2.